Dataset: the Open Reaction Database (ORD), a public repository of structured organic reaction records. Task: describe an organic reaction: reactants, conditions, products, and yield Starting materials: C(=O)(OC(C)(C)C)N(C1CCC(CC1)NCC=1C=C(C=CC1OC)B(O)O)C (3-{[4-(BOC-methyl-amino)-cyclohexylamino]-methyl}-4-methoxy-benzene boronic acid), BrC1=CC=C(C=C1)OC (4-bromoanisole). The product is COC1=C(C=C(C=C1)C1=CC=C(C=C1)OC)CNC1CCC(CC1)N(C(OC(C)(C)C)=O)C (tert-Butyl {4-[(4,4′-dimethoxy-biphenyl-3-ylmethyl)-amino]-cyclohexyl}-methyl-carbamate). RXN SMILES: [C:1]([N:8]([CH3:28])[CH:9]1[CH2:14][CH2:13][CH:12]([NH:15][CH2:16][C:17]2[CH:18]=[C:19](B(O)O)[CH:20]=[CH:21][C:22]=2[O:23][CH3:24])[CH2:11][CH2:10]1)([O:3][C:4]([CH3:7])([CH3:6])[CH3:5])=[O:2].Br[C:30]1[CH:35]=[CH:34][C:33]([O:36][CH3:37])=[CH:32][CH:31]=1>>[CH3:24][O:23][C:22]1[CH:21]=[CH:20][C:19]([C:30]2[CH:35]=[CH:34][C:33]([O:36][CH3:37])=[CH:32][CH:31]=2)=[CH:18][C:17]=1[CH2:16][NH:15][CH:12]1[CH2:13][CH2:14][CH:9]([N:8]([CH3:28])[C:1](=[O:2])[O:3][C:4]([CH3:7])([CH3:6])[CH3:5])[CH2:10][CH2:11]1. Procedure: Boronic acid 4 (329 mg, 1.00 mmol) is coupled to 4-bromoanisole (125 μL, 1.00 mmol) using Method B to give the title compound. Starting materials: CCOC(=O)C(C)(C)Br, C1CCOC1, CC(C)(C)[O-], [K+], Oc1ccccc1. Yields the product CCOC(=O)C(C)(C)Oc1ccccc1. As a reaction SMILES: [CH2:14]([CH3:15])[O:16][C:17]([C:18]([CH3:19])([CH3:20])[Br:21])=[O:22].[CH2:23]1[O:24][CH2:25][CH2:26][CH2:27]1.[CH3:1][C:2]([CH3:3])([O-:4])[CH3:5].[K+:6].[OH:7][c:8]1[cH:9][cH:10][cH:11][cH:12][cH:13]1>>[O:7]([c:8]1[cH:9][cH:10][cH:11][cH:12][cH:13]1)[C:18]([C:17]([O:16][CH2:14][CH3:15])=[O:22])([CH3:19])[CH3:20]. Reactants: C1(=CC=CC=C1)N1NCCC1C1=CC=CC=C1 (2,3-Diphenylpyrazolidin), [H][H] (hydrogen). Reagents/catalysts: [Ni] (Raney nickel). The solvent is CO (methanol). Yields the product C1(=CC=CC=C1)NC(CCN)C1=CC=CC=C1 (N,1-Diphenyl-1,3-propanediamine). The yield is 34.5%. Reaction SMILES: [C:1]1([N:7]2[CH:11]([C:12]3[CH:17]=[CH:16][CH:15]=[CH:14][CH:13]=3)[CH2:10][CH2:9][NH:8]2)[CH:6]=[CH:5][CH:4]=[CH:3][CH:2]=1.[H][H]>CO.[Ni]>[C:1]1([NH:7][CH:11]([C:12]2[CH:17]=[CH:16][CH:15]=[CH:14][CH:13]=2)[CH2:10][CH2:9][NH2:8])[CH:2]=[CH:3][CH:4]=[CH:5][CH:6]=1. Procedure: 2,3-Diphenylpyrazolidin (133.9 g, 620 mmoles, described in Example 1) is dissolved in methanol (1.7 liters) and the solution is heated at 60° C. in the presence of Raney nickel (37 g) under 50 atmospheres of hydrogen for 5 hr. The catalyst is removed by filtration through diatomaceous earth and the filtrate is evaporated. The residue is crystallized from cyclohexane-hexane to give the title compound (48.4 g) mp 104°-105° C.